Dataset: the Open Reaction Database (ORD), a public repository of structured organic reaction records. Task: describe an organic reaction: reactants, conditions, products, and yield Reactants: COC(=O)CC1CCC(c2ccc(N(CCO[Si](C)(C)C(C)(C)C)C(=O)c3c(Cl)ncnc3Cl)c(F)c2)CC1, CO, Cl, C1COCCO1. Product: COC(=O)CC1CCC(c2ccc(N3CCOc4ncnc(Cl)c4C3=O)c(F)c2)CC1. RXN SMILES: [C:2]([Si:3]([CH3:4])([CH3:5])[O:7][CH2:8][CH2:9][N:10]([C:11](=[O:12])[c:13]1[c:14]([Cl:6])[n:15][cH:16][n:17][c:18]1[Cl:19])[c:21]1[c:22]([F:38])[cH:23][c:24]([CH:27]2[CH2:28][CH2:29][CH:30]([CH2:33][C:34](=[O:35])[O:36][CH3:37])[CH2:31][CH2:32]2)[cH:25][cH:26]1)([CH3:20])([CH3:39])[CH3:40].[CH3:47][OH:48].[ClH:1].[O:41]1[CH2:42][CH2:43][O:44][CH2:45][CH2:46]1>>[O:7]1[CH2:8][CH2:9][N:10]([c:21]2[c:22]([F:38])[cH:23][c:24]([CH:27]3[CH2:28][CH2:29][CH:30]([CH2:33][C:34](=[O:35])[O:36][CH3:37])[CH2:31][CH2:32]3)[cH:25][cH:26]2)[C:11](=[O:12])[c:13]2[c:14]1[n:15][cH:16][n:17][c:18]2[Cl:19]. RXN SMILES: [CH2:1]=[C:2]1[O:6][C:4](=[O:5])[CH2:3]1.[CH3:7][CH:8]1[CH2:13][CH2:12][CH:11]([NH2:14])[CH2:10][CH2:9]1.C(OC(C)C)(C)C>O1CCCC1>[CH3:7][CH:8]1[CH2:13][CH2:12][CH:11]([NH:14][C:4](=[O:5])[CH2:3][C:2](=[O:6])[CH3:1])[CH2:10][CH2:9]1. Reactants: C=C1CC(=O)O1 (diketene), CC1CCC(CC1)N (4-methylcyclohexylamine), C(C)(C)OC(C)C (Isopropyl ether). Reported procedure: 29 g of diketene were added over 20 minutes to a stirred mixture of 39 g of 4-methylcyclohexylamine in 100 ml of tetrahydrofuran and the mixture was stirred at 20° C. for 3 hours. Isopropyl ether was added thereto and the precipitate formed was recovered by vacuum filtration, was washed and dried to obtain 46 g of N-(4-methylcyclohexyl)-acetylacetamide melting at 111° C. A mixture of 46 g of the latter product, 37 g of methyl orthoformate, 1.5 g of p-toluene sulfonic acid and 100 ml of methanol ... Run in O1CCCC1 (tetrahydrofuran). Yield: 67.7%. The product is CC1CCC(CC1)NC(CC(C)=O)=O (N-(4-methylcyclohexyl)-acetylacetamide). Run at temperature 20 celsius, time 3 hour. Reactants: COC(=O)N(CCCCCC(=O)O)C (6-[(methoxycarbonyl)(methyl)amino]hexanoic acid), FC=1C=C(C=CC1C=1C=NC(=CC1)C1=NO[C@@H](C1)CO)N1C(O[C@H](C1)CN1N=NC=C1)=O ((5R)-3-(3-Fluoro-4-{6-[(5S)-5-(hydroxymethyl)-4,5-dihydroisoxazol-3-yl]pyridin-3-yl}phenyl)-5-(1H-1,2,3-triazol-1-ylmethyl)-1,3-oxazolidin-2-one), Cl.CN(CCCN=C=NCC)C (1-[3-(dimethylamino)propyl]-3-ethylcarbodiimide hydrochloride). The reagents and catalysts are CN(C1=CC=NC=C1)C (4-dimethylaminopyridine). Run in CN(C)C=O (DMF), C(C)(=O)OCC (ethyl acetate). Reaction conditions: time 3.5 hour. Yields the product COC(=O)N(CCCCCC(=O)OC[C@@H]1CC(=NO1)C1=NC=C(C=C1)C1=C(C=C(C=C1)N1C(O[C@H](C1)CN1N=NC=C1)=O)F)C ([(5S)-3-(5-{2-fluoro-4-[(5R)-2-oxo-5-(1H-1,2,3-triazol-1-ylmethyl)-1,3-oxazolidin-3-yl]phenyl}pyridin-2-yl)-4,5-dihydroisoxazol-5-yl]methyl 6-[(methoxycarbonyl)(methyl)amino]hexanoate). Reaction SMILES: [CH3:1][O:2][C:3]([N:5]([CH3:14])[CH2:6][CH2:7][CH2:8][CH2:9][CH2:10][C:11]([OH:13])=[O:12])=[O:4].[F:15][C:16]1[CH:17]=[C:18]([N:35]2[CH2:39][C@H:38]([CH2:40][N:41]3[CH:45]=[CH:44][N:43]=[N:42]3)[O:37][C:36]2=[O:46])[CH:19]=[CH:20][C:21]=1[C:22]1[CH:23]=[N:24][C:25]([C:28]2[CH2:32][C@@H:31]([CH2:33]O)[O:30][N:29]=2)=[CH:26][CH:27]=1.Cl.CN(C)CCCN=C=NCC>CN(C)C1C=CN=CC=1.CN(C=O)C.C(OCC)(=O)C>[CH3:1][O:2][C:3]([N:5]([CH3:14])[CH2:6][CH2:7][CH2:8][CH2:9][CH2:10][C:11]([O:13][CH2:33][C@H:31]1[O:30][N:29]=[C:28]([C:25]2[CH:26]=[CH:27][C:22]([C:21]3[CH:20]=[CH:19][C:18]([N:35]4[CH2:39][C@H:38]([CH2:40][N:41]5[CH:45]=[CH:44][N:43]=[N:42]5)[O:37][C:36]4=[O:46])=[CH:17][C:16]=3[F:15])=[CH:23][N:24]=2)[CH2:32]1)=[O:12])=[O:4] |f:2.3|. Procedure details: The carbamate prepared as above (0.37 g, 1.82 mmol), (5R)-3-(3-fluoro-4-{6-[(5S)-5-(hydroxymethyl)-4,5-dihydroisoxazol-3-yl]pyridin-3-yl}phenyl)-5-(1H-1,2,3-triazol-1-ylmethyl)-1,3-oxazolidin-2-one (Example 1: 0.2 g, 0.46 mmol), 4-dimethylaminopyridine (0.01 g, 0.08 mmol), and 1-[3-(dimethylamino)propyl]-3-ethylcarbodiimide hydrochloride (0.19 g, 0.99 mmol) were combined in DMF (2 ml). The suspension was allowed to stir for 3.5 hours at room temperature resulting in a clear solution. The mixture... The reactants are BrCC(=O)C1=CC=C(NS(=O)(=O)C)C=C1 (4'-(2-Bromoacetyl)methanesulfonanilide), C(C1=CC=CC=C1)NCC1=CC=CC=C1 (dibenzylamine), C(C1=CC=CC=C1)NCC1=CC=CC=C1 (dibenzylamine). The solvent is CC(=O)C (acetone). Run at time 3 hour. Product: C(C1=CC=CC=C1)N(CC(=O)C1=CC=C(NS(=O)(=O)C)C=C1)CC1=CC=CC=C1 (4'-(2-Dibenzylaminoacetyl)methanesulfonanilide). Reaction SMILES: Br[CH2:2][C:3]([C:5]1[CH:15]=[CH:14][C:8]([NH:9][S:10]([CH3:13])(=[O:12])=[O:11])=[CH:7][CH:6]=1)=[O:4].[CH2:16]([NH:23][CH2:24][C:25]1[CH:30]=[CH:29][CH:28]=[CH:27][CH:26]=1)[C:17]1[CH:22]=[CH:21][CH:20]=[CH:19][CH:18]=1>CC(C)=O>[CH2:24]([N:23]([CH2:16][C:17]1[CH:22]=[CH:21][CH:20]=[CH:19][CH:18]=1)[CH2:2][C:3]([C:5]1[CH:15]=[CH:14][C:8]([NH:9][S:10]([CH3:13])(=[O:12])=[O:11])=[CH:7][CH:6]=1)=[O:4])[C:25]1[CH:30]=[CH:29][CH:28]=[CH:27][CH:26]=1. Reported procedure: 4'-(2-Bromoacetyl)methanesulfonanilide (Temple, D. L. et al., J. Med. Chem., 19(5), 626-633 (1976)) (40 g) and dibenzylamine (Aldrich Chemical Co., Milwaukee, Wis. 53233) (55.2 g) were combined in acetone (550 ml) and stirred 3 hours at ambient temperature. A heavy precipitate of dibenzylamine.HBr was filtered off. The filtrate was evaporated and crystallized first from MeOH and then from 2-PrOH. This yielded the product, 4'-(2-dibenzylaminoacetyl)methanesulfonanilide (XXVI) as a crystalline sol... Starting materials: C(CC)N1CC(C1)C1=CC=C(C=C1)N (4-(1-propyl-azetidin-3-yl)phenylamine), FC[C@H](C)C1=CC=C(C=C1)S(=O)(=O)Cl (4-((R)-2-fluoro-1-methyl-ethyl)-benzenesulfonyl chloride). The solvent is C(Cl)Cl.N1=CC=CC=C1 (CH2Cl2 pyridine). The product is FC[C@H](C)C1=CC=C(C=C1)S(=O)(=O)NC1=CC=C(C=C1)C1CN(C1)CCC (4-((R)-2-Fluoro-1-methyl-ethyl)-N-[4-(1-propyl-azetidin-3-yl)-phenyl]-benzenesulfonamide). Yield: 4.9%. Reaction SMILES: [CH2:1]([N:4]1[CH2:7][CH:6]([C:8]2[CH:13]=[CH:12][C:11]([NH2:14])=[CH:10][CH:9]=2)[CH2:5]1)[CH2:2][CH3:3].[F:15][CH2:16][C@@H:17]([C:19]1[CH:24]=[CH:23][C:22]([S:25](Cl)(=[O:27])=[O:26])=[CH:21][CH:20]=1)[CH3:18]>C(Cl)Cl.N1C=CC=CC=1>[F:15][CH2:16][C@@H:17]([C:19]1[CH:24]=[CH:23][C:22]([S:25]([NH:14][C:11]2[CH:10]=[CH:9][C:8]([CH:6]3[CH2:5][N:4]([CH2:1][CH2:2][CH3:3])[CH2:7]3)=[CH:13][CH:12]=2)(=[O:27])=[O:26])=[CH:21][CH:20]=1)[CH3:18] |f:2.3|. Procedure details: Following the same procedure as described in example 55, 4-(1-propyl-azetidin-3-yl)phenylamine (150 mg, 0.78 mmol) in CH2Cl2/pyridine 1:1 (12 ml) was treated with 4-((R)-2-fluoro-1-methyl-ethyl)-benzenesulfonyl chloride (242 mg, 1.02 mmol). Purification of the crude product by chromatography on reversed phase silica gel (H2O+0.1% acetic acid:CH3CN+0.1% acetic acid, 75:25) provided the title compound (15 mg, 5%) as a colourless gum. Reactants: ClCCCC(OC1=C(C=CC(=C1)Cl)Cl)C=1SC=CC1 (2-[4-Chloro-1-(2,5-dichlorophenoxy)butyl]thiophene), [I-].[Na+] (sodium iodide). The solvent is CC(=O)C (acetone). Product: ClC1=C(OC(CCCI)C=2SC=CC2)C=C(C=C1)Cl (2-[1-(2,5-Dichlorophenoxy)-4-iodobutyl]thiophene). Isolated yield 95.0%. RXN SMILES: Cl[CH2:2][CH2:3][CH2:4][CH:5]([C:15]1[S:16][CH:17]=[CH:18][CH:19]=1)[O:6][C:7]1[CH:12]=[C:11]([Cl:13])[CH:10]=[CH:9][C:8]=1[Cl:14].[I-:20].[Na+]>CC(C)=O>[Cl:14][C:8]1[CH:9]=[CH:10][C:11]([Cl:13])=[CH:12][C:7]=1[O:6][CH:5]([C:15]1[S:16][CH:17]=[CH:18][CH:19]=1)[CH2:4][CH2:3][CH2:2][I:20] |f:1.2|. Procedure: 2-[4-Chloro-1-(2,5-dichlorophenoxy)butyl]thiophene (2.4 g, 7.1 mmol) was dissolved in a saturated solution of sodium iodide in acetone (200 ml) and the reaction refluxed for 20 hours. The reaction mixture was cooled and the solid filtered off. The filtrate was evaporated in vacuo and the residue taken up in water (50 ml). The mixture was extracted with diethyl ether (3×70 ml) and the combined organic portions were washed with water (3×30 ml), dried (magnesium sulphate), filtered and evaporated i...